This data is from the Open Reaction Database (ORD), a public repository of structured organic reaction records. The task is: describe an organic reaction: reactants, conditions, products, and yield Reactants: example 6 ( 1 ), FC1=C2C(N(C(C2=CC=C1)=O)CC(C(=O)OC)C1(OCCO1)C)=O (methyl 3-(4-fluoro-1,3-dioxo-1,3-dihydro-isoindol-2-yl)-2-(2-methyl-[1,3]dioxolan-2-yl)propionate), O.C1(=CC=C(C=C1)S(=O)(=O)O)C (p-toluenesulfonic acid monohydrate). The product is FC1=C2C(N(C(C2=CC=C1)=O)CC(C(=O)OC)C(C)=O)=O (Methyl 2-(4-fluoro-1,3-dioxo-1,3-dihydro-isoindol-2-ylmethyl)-3-oxo-butyrate). Reaction SMILES: [F:1][C:2]1[CH:10]=[CH:9][CH:8]=[C:7]2[C:3]=1[C:4](=[O:24])[N:5]([CH2:12][CH:13]([C:18]1([CH3:23])OCC[O:19]1)[C:14]([O:16][CH3:17])=[O:15])[C:6]2=[O:11].O.C1(C)C=CC(S(O)(=O)=O)=CC=1>>[F:1][C:2]1[CH:10]=[CH:9][CH:8]=[C:7]2[C:3]=1[C:4](=[O:24])[N:5]([CH2:12][CH:13]([C:18](=[O:19])[CH3:23])[C:14]([O:16][CH3:17])=[O:15])[C:6]2=[O:11] |f:1.2|. Reported procedure: Methyl 2-(4-fluoro-1,3-dioxo-1,3-dihydro-isoindol-2-ylmethyl)-3-oxo-butyrate was prepared (71 mg, 34%) in the same manner as described in the above example 6 (1) from methyl 3-(4-fluoro-1,3-dioxo-1,3-dihydro-isoindol-2-yl)-2-(2-methyl-[1,3]dioxolan-2-yl)propionate (0.23 g, 0.70 mmol) and p-toluenesulfonic acid monohydrate (20 mg), and the obtained product was identified with the following NMR data. Starting materials: C(C)I (ethyl iodide), BrC1=CC(=C2C=NNC2=C1)C (6-bromo-4-methyl-1H-indazole), [OH-].[Na+] (sodium hydroxide). The reagents and catalysts are S(=O)(=O)(O)[O-].C(CCC)[N+](CCCC)(CCCC)CCCC (tetrabutylammonium hydrogen sulfate). Run in C1CCOC1 (THF). Conditions: time 1 hour. Product: BrC1=CC(=C2C=NN(C2=C1)CC)C (6-Bromo-1-ethyl-4-methyl-1H-indazole). Yield: 42.4%. RXN SMILES: [Br:1][C:2]1[CH:10]=[C:9]2[C:5]([CH:6]=[N:7][NH:8]2)=[C:4]([CH3:11])[CH:3]=1.[OH-].[Na+].[CH2:14](I)[CH3:15]>C1COCC1.S([O-])(O)(=O)=O.C([N+](CCCC)(CCCC)CCCC)CCC>[Br:1][C:2]1[CH:10]=[C:9]2[C:5]([CH:6]=[N:7][N:8]2[CH2:14][CH3:15])=[C:4]([CH3:11])[CH:3]=1 |f:1.2,5.6|. Reported procedure: To a solution of 6-bromo-4-methyl-1H-indazole (1000 mg, 4.7 mmol) in THF (15 mL) was added sodium hydroxide (474 mg, 11.8 mmol) and tetrabutylammonium hydrogen sulfate (80.5 mg, 0.24 mmol). The reaction mixture was stirred at r.t. for 1 h and then treated with ethyl iodide (887 mg, 5.7 mmol) dropwise. The resulting mixture was stirred at r.t. overnight. The mixture was concentrated under reduced pressure and the residue was purified by silica gel column chromatography (0-100% EtOAc in heptane) t... Reactants: [Br-], C[Mg+], Cc1c(C=O)c2c(c(C)c1NC(=O)CC(C)(C)C)C(c1ccc(C(C)C)cc1)CS2, O. Yields the product CCc1c(C)c(NC(=O)CC(C)(C)C)c(C)c2c1SCC2c1ccc(C(C)C)cc1. RXN SMILES: [Br-:1].[CH3:2][Mg+:3].[CH:4](=[O:5])[c:6]1[c:7]([CH3:33])[c:8]([NH:25][C:26]([CH2:27][C:28]([CH3:29])([CH3:30])[CH3:31])=[O:32])[c:9]([CH3:24])[c:10]2[c:14]1[S:13][CH2:12][CH:11]2[c:15]1[cH:16][cH:17][c:18]([CH:21]([CH3:22])[CH3:23])[cH:19][cH:20]1.[OH2:34]>>[CH3:2][CH2:4][c:6]1[c:7]([CH3:33])[c:8]([NH:25][C:26]([CH2:27][C:28]([CH3:29])([CH3:30])[CH3:31])=[O:32])[c:9]([CH3:24])[c:10]2[c:14]1[S:13][CH2:12][CH:11]2[c:15]1[cH:16][cH:17][c:18]([CH:21]([CH3:22])[CH3:23])[cH:19][cH:20]1.